Task: describe an organic reaction: reactants, conditions, products, and yield. Dataset: the Open Reaction Database (ORD), a public repository of structured organic reaction records The reactants are C=1C=CC(=CC1)N=NC=2C=CC(=CC2)O (4-Phenylazophenol), solution, CCC(C1=CC=CC=C1)(C(=O)N)C(=O)N (PEMA). Product: C1=CC=C(C=C1)NN=C2C=CC(=O)C=C2 (SY7). Reaction SMILES: [CH:1]1[CH:2]=[CH:3][C:4]([N:7]=[N:8][C:9]2[CH:10]=[CH:11][C:12]([OH:15])=[CH:13][CH:14]=2)=[CH:5][CH:6]=1.CCC(C(N)=O)(C(N)=O)C1C=CC=CC=1>>[CH:1]1[CH:2]=[CH:3][C:4]([NH:7][N:8]=[C:9]2[CH:10]=[CH:11][C:12](=[O:15])[CH:13]=[CH:14]2)=[CH:5][CH:6]=1. Reported procedure: 4-Phenylazophenol, [Solvent Yellow 7 (SY7)], a conventional yellow dye obtained from Aldrich Chemical Company in the amount of 10.3 mg was dissolved into a 10.01 g solution of monomers containing 66% PEA, 30.5% PEMA, and 3.3% BDDA by weight respectively giving a SY7 concentration of 0.103 wt. %. After dissolving the SY7 into the monomer solution 52.3 mg of bis(4-tert-butylcyclohexylperoxy dicarbonate (Perkadox-16, AZKO Corp.) was added as the polymerization iniator (catalyst). One mm thick sheet... Starting materials: [Li]C(C)(C)C, CCCCC, CC(C)(C)OC(=O)Nc1ccccc1F, O=C=O, C1CCOC1. The product is CC(C)(C)OC(=O)Nc1c(F)cccc1C(=O)O. Reaction SMILES: [C:16]([Li:17])([CH3:18])([CH3:19])[CH3:20].[CH3:29][CH2:30][CH2:31][CH2:32][CH3:33].[F:1][c:2]1[c:3]([NH:8][C:9]([O:10][C:11]([CH3:12])([CH3:13])[CH3:14])=[O:15])[cH:4][cH:5][cH:6][cH:7]1.[O:21]=[C:22]=[O:23].[O:24]1[CH2:25][CH2:26][CH2:27][CH2:28]1>>[F:1][c:2]1[c:3]([NH:8][C:9]([O:10][C:11]([CH3:12])([CH3:13])[CH3:14])=[O:15])[c:4]([C:22](=[O:21])[OH:23])[cH:5][cH:6][cH:7]1. Starting materials: CC(CCCC(C)O)C (6-methyl-2-heptanol), [Cr](=O)(=O)([O-])Cl.[NH+]1=CC=CC=C1 (pyridinium chlorochromate). Solvent: ClCCl (dichloromethane), CCOCC (ether), [OH-].[Na+] (sodium hydroxide). Run at time 3.5 hour. Yields the product CC(CCCC(C)=O)C (6-Methyl-2-heptanone). The yield is 97.0%. RXN SMILES: [CH3:1][CH:2]([CH3:9])[CH2:3][CH2:4][CH2:5][CH:6]([OH:8])[CH3:7].[Cr](Cl)([O-])(=O)=O.[NH+]1C=CC=CC=1>ClCCl.CCOCC.[OH-].[Na+]>[CH3:1][CH:2]([CH3:9])[CH2:3][CH2:4][CH2:5][C:6](=[O:8])[CH3:7] |f:1.2,5.6|. Reported procedure: A mixture of 1.27 g (9.76 mmoles) of 6-methyl-2-heptanol (purchased from Aldrich Chemical Co., Milwaukee, Wis.) and 9.26 g (42.9 mmoles) of pyridinium chlorochromate (purchased from Aldrich Chemical Co., Milwaukee, Wis.) in 35 mL of dichloromethane was stirred at room temperature for 3.5 hours. At that point, the mixture was diluted with 150 mL of ether and 200 mL of 1M aqueous sodium hydroxide. After separating the layers, the organic layer was washed in successive order with 9:1 (volume/volume... Starting materials: CC(C)(C)OC(=O)N1CCc2ccc(Cl)c(SCC#N)c2CC1, CCI, C1CCOC1, C1CCCCC1, CC(C)[N-]C(C)C, [Li+]. The product is CCC(C#N)Sc1c(Cl)ccc2c1CCN(C(=O)OC(C)(C)C)CC2. RXN SMILES: [C:15]([CH3:16])([CH3:17])([CH3:18])[O:19][C:20](=[O:21])[N:22]1[CH2:23][CH2:24][c:25]2[c:26]([c:29]([S:34][CH2:35][C:36]#[N:37])[c:30]([Cl:33])[cH:31][cH:32]2)[CH2:27][CH2:28]1.[CH2:38]([I:39])[CH3:40].[CH2:41]1[O:42][CH2:43][CH2:44][CH2:45]1.[CH2:9]1[CH2:10][CH2:11][CH2:12][CH2:13][CH2:14]1.[CH:1]([CH3:2])([N-:3][CH:4]([CH3:5])[CH3:6])[CH3:7].[Li+:8]>>[CH2:1]([CH3:2])[CH:35]([S:34][c:29]1[c:26]2[c:25]([cH:32][cH:31][c:30]1[Cl:33])[CH2:24][CH2:23][N:22]([C:20]([O:19][C:15]([CH3:16])([CH3:17])[CH3:18])=[O:21])[CH2:28][CH2:27]2)[C:36]#[N:37].